This data is from the Open Reaction Database (ORD), a public repository of structured organic reaction records. The task is: describe an organic reaction: reactants, conditions, products, and yield Reactants: CCOC(C)=O, CCCCCC, FC(F)(F)c1ccc(-c2[nH]nc(C(F)(F)F)c2Cl)cc1, COc1cc(N2CCN(C(=O)CCl)CC2)ccc1Cl, [K+], [K+], O=C([O-])[O-], CN(C)C=O. Product: COc1cc(N2CCN(C(=O)Cn3nc(-c4ccc(C(F)(F)F)cc4)c(Cl)c3C(F)(F)F)CC2)ccc1Cl. RXN SMILES: [C:51]([O:52][CH2:53][CH3:54])(=[O:55])[CH3:56].[CH3:57][CH2:58][CH2:59][CH2:60][CH2:61][CH3:62].[Cl:1][c:2]1[c:3]([C:17]([F:18])([F:19])[F:20])[n:4][nH:5][c:6]1-[c:7]1[cH:8][cH:9][c:10]([C:13]([F:14])([F:15])[F:16])[cH:11][cH:12]1.[Cl:27][CH2:28][C:29](=[O:30])[N:31]1[CH2:32][CH2:33][N:34]([c:37]2[cH:38][c:39]([O:44][CH3:45])[c:40]([Cl:43])[cH:41][cH:42]2)[CH2:35][CH2:36]1.[K+:21].[K+:22].[O-:23][C:24]([O-:25])=[O:26].[O:46]=[CH:47][N:48]([CH3:49])[CH3:50]>>[Cl:1][c:2]1[c:3]([C:17]([F:18])([F:19])[F:20])[n:4]([CH2:28][C:29](=[O:30])[N:31]2[CH2:32][CH2:33][N:34]([c:37]3[cH:38][c:39]([O:44][CH3:45])[c:40]([Cl:43])[cH:41][cH:42]3)[CH2:35][CH2:36]2)[n:5][c:6]1-[c:7]1[cH:8][cH:9][c:10]([C:13]([F:14])([F:15])[F:16])[cH:11][cH:12]1.